describe an organic reaction: reactants, conditions, products, and yield From a dataset of the Open Reaction Database (ORD), a public repository of structured organic reaction records. Reactants: C(=O)=O.CO (CO2 MeOH), OC(CCNC(OCC1=CC=CC=C1)=O)CO (benzyl (3,4-dihydroxybutyl)carbamate). Yields the product C(C1=CC=CC=C1)OC(NCC[C@@H](CO)O)=O ((S)-Benzyl(3,4-dihydroxybutyl)carbamate). Reaction SMILES: C(=O)=O.CO.[OH:6][CH:7]([CH2:21][OH:22])[CH2:8][CH2:9][NH:10][C:11](=[O:20])[O:12][CH2:13][C:14]1[CH:19]=[CH:18][CH:17]=[CH:16][CH:15]=1>>[CH2:13]([O:12][C:11](=[O:20])[NH:10][CH2:9][CH2:8][C@H:7]([OH:6])[CH2:21][OH:22])[C:14]1[CH:15]=[CH:16][CH:17]=[CH:18][CH:19]=1 |f:0.1|. Procedure details: The title compound was prepared by chiral separation (Preparative chiral SFC, ChiralPak® AD-H, 250×50 mm, mobile phase: CO2/MeOH (3:2), flow rate: 110 mL/min, back pressure: 100 bar, column temperature: 38° C., wavelength: 210 nm, cycletime: ˜4.0 min) of a racemic mixture of benzyl (3,4-dihydroxybutyl)carbamate (Prepared accordingly to WO2011107608), faster eluting isomer (Peak 1). Analytical chiral SFC (ChiralPak AD-3, 150×4.6 mm, eluent: CO2/MeOH+0.05% DEA (75:35), flow rate: 2.5 mL/min, back ... The product is CCCCCC=CCC=CCC=CCC=CCCCCCl. RXN SMILES: [C:1]([CH2:2][CH2:3][CH2:4][CH:5]=[CH:6][CH2:7][CH:8]=[CH:9][CH2:10][CH:11]=[CH:12][CH2:13][CH:14]=[CH:15][CH2:16][CH2:17][CH2:18][CH2:19][CH3:20])([OH:21])=[O:22].[Cl:23][C:24]([C:25]([Cl:26])=[O:27])=[O:28].[cH:29]1[cH:30][cH:31][cH:32][cH:33][cH:34]1>>[CH2:1]([CH2:2][CH2:3][CH2:4][CH:5]=[CH:6][CH2:7][CH:8]=[CH:9][CH2:10][CH:11]=[CH:12][CH2:13][CH:14]=[CH:15][CH2:16][CH2:17][CH2:18][CH2:19][CH3:20])[Cl:23]. Reactants: CCCCCC=CCC=CCC=CCC=CCCCC(=O)O, O=C(Cl)C(=O)Cl, c1ccccc1. The product is FC1=CC(=C(C=C1)C1=CC(=NC=C1)NC(=O)[C@H]1C[C@H](CC1)NC(OC(C)(C)C)=O)OC (tert-Butyl (1S,3R)-3-(4-(4-fluoro-2-methoxyphenyl)pyridin-2-ylcarbamoyl)cyclopentylcarbamate). As a reaction SMILES: [C:1]([C@@H:4]1[CH2:8][CH2:7][C@H:6]([NH:9][C:10](=[O:16])[O:11][C:12]([CH3:15])([CH3:14])[CH3:13])[CH2:5]1)(=[O:3])[NH2:2].Cl[C:18]1[CH:23]=[C:22]([C:24]2[CH:29]=[CH:28][C:27]([F:30])=[CH:26][C:25]=2[O:31][CH3:32])[CH:21]=[CH:20][N:19]=1.C([O-])([O-])=O.[Cs+].[Cs+].CC1(C)C2C(=C(P(C3C=CC=CC=3)C3C=CC=CC=3)C=CC=2)OC2C(P(C3C=CC=CC=3)C3C=CC=CC=3)=CC=CC1=2>C1C=CC([P]([Pd]([P](C2C=CC=CC=2)(C2C=CC=CC=2)C2C=CC=CC=2)([P](C2C=CC=CC=2)(C2C=CC=CC=2)C2C=CC=CC=2)[P](C2C=CC=CC=2)(C2C=CC=CC=2)C2C=CC=CC=2)(C2C=CC=CC=2)C2C=CC=CC=2)=CC=1.O1CCOCC1>[F:30][C:27]1[CH:28]=[CH:29][C:24]([C:22]2[CH:23]=[CH:18][N:19]=[C:20]([NH:2][C:1]([C@@H:4]3[CH2:8][CH2:7][C@H:6]([NH:9][C:10](=[O:16])[O:11][C:12]([CH3:13])([CH3:15])[CH3:14])[CH2:5]3)=[O:3])[CH:21]=2)=[C:25]([O:31][CH3:32])[CH:26]=1 |f:2.3.4,^1:84,86,105,124|. The reagents and catalysts are C=1C=CC(=CC1)[P](C=2C=CC=CC2)(C=3C=CC=CC3)[Pd]([P](C=4C=CC=CC4)(C=5C=CC=CC5)C=6C=CC=CC6)([P](C=7C=CC=CC7)(C=8C=CC=CC8)C=9C=CC=CC9)[P](C=1C=CC=CC1)(C=1C=CC=CC1)C=1C=CC=CC1 (tetrakis(triphenylphosphine)palladium). Reactants: C(N)(=O)[C@H]1C[C@H](CC1)NC(OC(C)(C)C)=O (tert-butyl (1S,3R)-3-carbamoylcyclopentylcarbamate), CC1(C2=C(C(=CC=C2)P(C3=CC=CC=C3)C4=CC=CC=C4)OC5=C(C=CC=C51)P(C6=CC=CC=C6)C7=CC=CC=C7)C (xantphos), ClC1=NC=CC(=C1)C1=C(C=C(C=C1)F)OC (2-chloro-4-(4-fluoro-2-methoxyphenyl)pyridine), C(=O)([O-])[O-].[Cs+].[Cs+] (Cs2CO3). The solvent is O1CCOCC1 (1,4-dioxane). Procedure: tert-Butyl (1S,3R)-3-(4-(4-fluoro-2-methoxyphenyl)pyridin-2-ylcarbamoyl)cyclopentylcarbamate was prepared according to Method B using tert-butyl (1S,3R)-3-carbamoylcyclopentylcarbamate (750 mg, 3.28 mmol), 2-chloro-4-(4-fluoro-2-methoxyphenyl)pyridine (930 mg, 3.94 mmol), Cs2CO3 (1.63 g, 4.92 mmol), xantphos (173 mg, 0.29 mmol), Tetrakis(triphenylphosphine)palladium (0) (150 mg, 0.13 mmol) and 1,4-dioxane (10 ml) brought to reaction at 120° C. for 4 h in a sealed tube. Starting materials: [BH4-], CC(C)(C)OC(=O)NCc1cccc(Cl)c1CC(=O)Cc1ccccc1, O=C([O-])O, ClCCl, CCO, [Na+], [Na+], O=C(O)C(F)(F)F. Yields the product Clc1cccc2c1CC(Cc1ccccc1)NC2. RXN SMILES: [BH4-:34].[C:1]([O:2][C:3](=[O:5])[NH:8][CH2:9][c:10]1[c:11]([CH2:17][C:18](=[O:4])[CH2:19][c:20]2[cH:21][cH:22][cH:23][cH:24][cH:25]2)[c:12]([Cl:16])[cH:13][cH:14][cH:15]1)([CH3:6])([CH3:7])[CH3:26].[C:36](=[O:37])([O-:38])[OH:39].[CH2:41]([Cl:42])[Cl:43].[CH3:44][CH2:45][OH:46].[Na+:35].[Na+:40].[OH:27][C:28]([C:29]([F:30])([F:31])[F:32])=[O:33]>>[NH:8]1[CH2:9][c:10]2[c:11]([c:12]([Cl:16])[cH:13][cH:14][cH:15]2)[CH2:17][CH:18]1[CH2:19][c:20]1[cH:21][cH:22][cH:23][cH:24][cH:25]1. Starting materials: CNCC1=C(OC2=C1C=CC=C2)C (methyl-(2-methyl-benzofuran-3-ylmethyl)-amine), O=C1NC2=C(OC1)C=C(C=N2)C=CC(=O)O (3-(3-Oxo-3,4-dihydro-2H-pyrido[3,2-b][1,4]oxazin-7-yl)-acrylic acid), ON1N=NC2=C1C=CC=C2 (1-hydroxybenzotriazole), C(C)(C)N(CC)C(C)C (diisopropylethylamine), CN(CCCN=C=NCC)C (N-(3-dimethylaminopropyl)-N′-ethylcarbodiimide). Solvent: O (water), CN(C)C=O (DMF). Conditions: time 8 hour. The product is CN(C(\C=C\C1=CC=2OCC(NC2N=C1)=O)=O)CC1=C(OC2=C1C=CC=C2)C ((E)-N-Methyl-N-(2-methyl-benzofuran-3-ylmethyl)-3-(3-oxo-3,4-dihydro-2H-pyrido[3,2-b][1,4]oxazin-7-yl)-acrylamide). Isolated yield 41.9%. RXN SMILES: [CH3:1][NH:2][CH2:3][C:4]1[C:8]2[CH:9]=[CH:10][CH:11]=[CH:12][C:7]=2[O:6][C:5]=1[CH3:13].[O:14]=[C:15]1[CH2:20][O:19][C:18]2[CH:21]=[C:22]([CH:25]=[CH:26][C:27](O)=[O:28])[CH:23]=[N:24][C:17]=2[NH:16]1.ON1C2C=CC=CC=2N=N1.C(N(C(C)C)CC)(C)C.CN(C)CCCN=C=NCC>CN(C=O)C.O>[CH3:1][N:2]([CH2:3][C:4]1[C:8]2[CH:9]=[CH:10][CH:11]=[CH:12][C:7]=2[O:6][C:5]=1[CH3:13])[C:27](=[O:28])/[CH:26]=[CH:25]/[C:22]1[CH:23]=[N:24][C:17]2[NH:16][C:15](=[O:14])[CH2:20][O:19][C:18]=2[CH:21]=1. Procedure: To a solution of methyl-(2-methyl-benzofuran-3-ylmethyl)-amine (152 mg, 0.87 mmol) in DMF (5 mL) were added in sequential order 3-(3-Oxo-3,4-dihydro-2H-pyrido[3,2-b][1,4]oxazin-7-yl)-acrylic acid (175 mg, 0.79 mmol), 1-hydroxybenzotriazole (121 mg, 0.87 mmol), diisopropylethylamine (412 uL, 2.37 mmol), and N-(3-dimethylaminopropyl)-N′-ethylcarbodiimide (174 mg, 0.87 mmol). The mixture was stirred at room temperature overnight, cooled in an ice bath and treated with water under rapid stirring. Th...